From a dataset of the Open Reaction Database (ORD), a public repository of structured organic reaction records. describe an organic reaction: reactants, conditions, products, and yield Starting materials: CC(C)(C)[Si](C)(C)OCC#CCN, Cc1cc(C)nc(C=Cc2nn(C3CCCCO3)c3cc(Nc4ccccc4C(=O)O)ccc23)c1, O. Product: Cc1cc(C)nc(C=Cc2nn(C3CCCCO3)c3cc(Nc4ccccc4C(=O)NCC#CCO[Si](C)(C)C(C)(C)C)ccc23)c1. RXN SMILES: [C:1]([CH3:2])([CH3:3])([CH3:4])[Si:5]([O:6][CH2:7][C:8]#[C:9][CH2:10][NH2:11])([CH3:12])[CH3:13].[CH3:14][c:15]1[cH:16][c:17]([CH:22]=[CH:23][c:24]2[n:25][n:26]([CH:43]3[O:44][CH2:45][CH2:46][CH2:47][CH2:48]3)[c:27]3[cH:28][c:29]([NH:33][c:34]4[c:35]([C:36](=[O:37])[OH:38])[cH:39][cH:40][cH:41][cH:42]4)[cH:30][cH:31][c:32]23)[n:18][c:19]([CH3:21])[cH:20]1.[OH2:49]>>[C:1]([CH3:2])([CH3:3])([CH3:4])[Si:5]([O:6][CH2:7][C:8]#[C:9][CH2:10][NH:11][C:36]([c:35]1[c:34]([NH:33][c:29]2[cH:28][c:27]3[n:26]([CH:43]4[O:44][CH2:45][CH2:46][CH2:47][CH2:48]4)[n:25][c:24]([CH:23]=[CH:22][c:17]4[cH:16][c:15]([CH3:14])[cH:20][c:19]([CH3:21])[n:18]4)[c:32]3[cH:31][cH:30]2)[cH:42][cH:41][cH:40][cH:39]1)=[O:37])([CH3:12])[CH3:13].